Dataset: the Open Reaction Database (ORD), a public repository of structured organic reaction records. Task: describe an organic reaction: reactants, conditions, products, and yield The reactants are Brc1cnc2ccc(NCCCN3CCOCC3)nn12, CCCCC=CB(O)O. Product: CCCCC=Cc1cnc2ccc(NCCCN3CCOCC3)nn12. As a reaction SMILES: [Br:1][c:2]1[cH:3][n:4][c:5]2[n:6]1[n:7][c:8]([NH:11][CH2:12][CH2:13][CH2:14][N:15]1[CH2:16][CH2:17][O:18][CH2:19][CH2:20]1)[cH:9][cH:10]2.[CH:21](=[CH:22][CH2:23][CH2:24][CH2:25][CH3:26])[B:27]([OH:28])[OH:29]>>[c:2]1([CH:21]=[CH:22][CH2:23][CH2:24][CH2:25][CH3:26])[cH:3][n:4][c:5]2[n:6]1[n:7][c:8]([NH:11][CH2:12][CH2:13][CH2:14][N:15]1[CH2:16][CH2:17][O:18][CH2:19][CH2:20]1)[cH:9][cH:10]2. Reactants: CN1CCNCC1, CN(C)C=O, CC(C)(C)C(=O)Nc1ccc(-c2cc(=O)c3c(NCCCOS(C)(=O)=O)c(F)cc(F)c3o2)cc1F, O. The product is CN1CCN(CCCNc2c(F)cc(F)c3oc(-c4ccc(NC(=O)C(C)(C)C)c(F)c4)cc(=O)c23)CC1. RXN SMILES: [CH3:37][N:38]1[CH2:39][CH2:40][NH:41][CH2:42][CH2:43]1.[CH3:45][N:46]([CH3:47])[CH:48]=[O:49].[F:1][c:2]1[cH:3][c:4]([F:36])[c:5]2[c:6]([c:7](=[O:25])[cH:8][c:9](-[c:11]3[cH:12][c:13]([F:24])[c:14]([NH:17][C:18]([C:19]([CH3:20])([CH3:21])[CH3:22])=[O:23])[cH:15][cH:16]3)[o:10]2)[c:26]1[NH:27][CH2:28][CH2:29][CH2:30][O:31][S:32]([CH3:33])(=[O:34])=[O:35].[OH2:44]>>[F:1][c:2]1[cH:3][c:4]([F:36])[c:5]2[c:6]([c:7](=[O:25])[cH:8][c:9](-[c:11]3[cH:12][c:13]([F:24])[c:14]([NH:17][C:18]([C:19]([CH3:20])([CH3:21])[CH3:22])=[O:23])[cH:15][cH:16]3)[o:10]2)[c:26]1[NH:27][CH2:28][CH2:29][CH2:30][N:41]1[CH2:40][CH2:39][N:38]([CH3:37])[CH2:43][CH2:42]1.